From a dataset of the Open Reaction Database (ORD), a public repository of structured organic reaction records. describe an organic reaction: reactants, conditions, products, and yield Yield: 84.4%. Procedure: 2-Chloro-4-[(6,7-dimethoxy-4-quinazolinyl)oxy]-aniline (50 mg) was added to toluene (5 ml), and triethylamine (0.5 ml), and the mixture was heated under reflux to prepare a solution. A solution of triphosgene (68 mg) in methylene chloride was then added thereto, and the mixture was heated under reflux for 10 min. Next, 1-cycloheptanol (26 mg) was added thereto, and the mixture was further stirred with heating under reflux for 3 hr. A saturated aqueous sodium bicarbonate solution was added to sto... As a reaction SMILES: [Cl:1][C:2]1[CH:8]=[C:7]([O:9][C:10]2[C:19]3[C:14](=[CH:15][C:16]([O:22][CH3:23])=[C:17]([O:20][CH3:21])[CH:18]=3)[N:13]=[CH:12][N:11]=2)[CH:6]=[CH:5][C:3]=1[NH2:4].Cl[C:25](Cl)([O:27][C:28](=[O:34])OC(Cl)(Cl)Cl)Cl.[CH:36]1(O)[CH2:42][CH2:41]C[CH2:39][CH2:38][CH2:37]1.C(=O)(O)[O-].[Na+]>C(Cl)Cl.C(N(CC)CC)C.C1(C)C=CC=CC=1>[Cl:1][C:2]1[CH:8]=[C:7]([O:9][C:10]2[C:19]3[C:14](=[CH:15][C:16]([O:22][CH3:23])=[C:17]([O:20][CH3:21])[CH:18]=3)[N:13]=[CH:12][N:11]=2)[CH:6]=[CH:5][C:3]=1[NH:4][C:28](=[O:34])[O:27][CH:25]1[CH2:39][CH2:38][CH2:37][CH2:36][CH2:42][CH2:41]1 |f:3.4|. Run in C(C)N(CC)CC (triethylamine), C1(=CC=CC=C1)C (toluene), C(Cl)Cl (methylene chloride). Yields the product ClC1=C(C=CC(=C1)OC1=NC=NC2=CC(=C(C=C12)OC)OC)NC(OC1CCCCCC1)=O (Cycloheptyl N-{2-chloro-4-[(6,7-dimethoxy-4-quinazolinyl)oxy]phenyl}carbamate). Starting materials: ClC1=C(N)C=CC(=C1)OC1=NC=NC2=CC(=C(C=C12)OC)OC (2-Chloro-4-[(6,7-dimethoxy-4-quinazolinyl)oxy]-aniline), ClC(Cl)(OC(OC(Cl)(Cl)Cl)=O)Cl (triphosgene), C([O-])(O)=O.[Na+] (sodium bicarbonate), C1(CCCCCC1)O (1-cycloheptanol). The reactants are C1(=CC=CC=C1)C(N1CCC(CC1)N=CC1=NC(=CC=C1)C)C1=CC=CC=C1 (1-(diphenylmethyl)-N-[(6-methyl-2-pyridyl)methylene]-4-piperidinamine), [BH4-].[Na+] (sodium borohydride). Procedure: A mixture of 5.55 parts of 1-(diphenylmethyl)-N-[(6-methyl-2-pyridyl)methylene]-4-piperidinamine, 1.9 part of sodium borohydride and 250 parts by volume of ethanol is stirred at room temperature for about two hours. The reaction mixture is evaporated to dryness in vacuo, the residue partitioned between 200 parts by volume of water and 150 parts by volume of methylene chloride and the layers separated. The aqueous layer is extracted with additional 125 parts by volume of methylene chloride. The m... Run at time 2 hour. The product is C1(=CC=CC=C1)C(N1CCC(CC1)NCC1=NC(=CC=C1)C)C1=CC=CC=C1 (1-(diphenylmethyl)-N-[(6-methyl-2-pyridyl)methyl]-4-piperidinamine). As a reaction SMILES: [C:1]1([CH:7]([C:23]2[CH:28]=[CH:27][CH:26]=[CH:25][CH:24]=2)[N:8]2[CH2:13][CH2:12][CH:11]([N:14]=[CH:15][C:16]3[CH:21]=[CH:20][CH:19]=[C:18]([CH3:22])[N:17]=3)[CH2:10][CH2:9]2)[CH:6]=[CH:5][CH:4]=[CH:3][CH:2]=1.[BH4-].[Na+]>C(O)C>[C:23]1([CH:7]([C:1]2[CH:2]=[CH:3][CH:4]=[CH:5][CH:6]=2)[N:8]2[CH2:13][CH2:12][CH:11]([NH:14][CH2:15][C:16]3[CH:21]=[CH:20][CH:19]=[C:18]([CH3:22])[N:17]=3)[CH2:10][CH2:9]2)[CH:24]=[CH:25][CH:26]=[CH:27][CH:28]=1 |f:1.2|. The solvent is C(C)O (ethanol). Starting materials: N(=O)[O-].[Na+] (sodium nitrite), Cl (hydrochloric acid), NC=1C=NC=CC1 (3-aminopyridine), Cl (hydrochloric acid). Reagents/catalysts: C(C)(=O)[O-].[Cu+2].C(C)(=O)[O-] (copper acetate). Run in O (water). Reaction conditions: temperature -5 celsius, time 3 hour. Yields the product Cl.Cl.N(N)C=1C=NC=CC1 (3-Hydrazinopyridine dihydrochloride). The yield is 85.0%. Reaction SMILES: [NH2:1][C:2]1[CH:3]=[N:4][CH:5]=[CH:6][CH:7]=1.[N:8]([O-])=O.[Na+].[ClH:12]>O.C([O-])(=O)C.[Cu+2].C([O-])(=O)C>[ClH:12].[ClH:12].[NH:1]([C:2]1[CH:3]=[N:4][CH:5]=[CH:6][CH:7]=1)[NH2:8] |f:1.2,5.6.7,8.9.10|. Procedure: To a mixture of 3-aminopyridine (9.41 g, 100 mmol) and conc. hydrochloric acid (100 mL) was cooled to a temperature of lower than −5° C., a solution of sodium nitrite (7.20 g, 105 mmol) in water (60 mL) was added dropwise thereto. Subsequently, a solution of tin chloride (II) (56.9 g, 300 mmol) in conc. hydrochloric acid (50 mL) was added to the solution so that the temperature of the solution does not exceed −5° C., and the solution was stirred at a temperature of less than −5° C. for 3 hours, ... Starting materials: CO, O=[N+]([O-])c1ccccc1CO, NN, O. Yields the product Nc1ccccc1CO. Reaction SMILES: [CH3:15][OH:16].[N+:1]([O-:2])(=[O:3])[c:4]1[c:5]([CH2:6][OH:7])[cH:8][cH:9][cH:10][cH:11]1.[NH2:13][NH2:14].[OH2:12]>>[NH2:1][c:4]1[c:5]([CH2:6][OH:7])[cH:8][cH:9][cH:10][cH:11]1. The reactants are C1CCOC1, [O-][Cl+][O-], O=Cc1cc2c(Cl)coc2cn1, [K+], [Na+], O=P([O-])(O)O. Product: O=C(O)c1cc2c(Cl)coc2cn1. Reaction SMILES: [CH2:23]1[O:24][CH2:25][CH2:26][CH2:27]1.[Cl+:13]([O-:14])[O-:15].[Cl:1][c:2]1[cH:3][o:4][c:5]2[cH:6][n:7][c:8]([CH:11]=[O:12])[cH:9][c:10]12.[K+:22].[Na+:16].[P:17]([O-:18])([OH:19])([OH:20])=[O:21]>>[Cl:1][c:2]1[cH:3][o:4][c:5]2[cH:6][n:7][c:8]([C:11](=[O:12])[OH:14])[cH:9][c:10]12. Starting materials: [Br-], COC(=O)c1ccc(CCC(C=O)CCCCC#N)cc1, [Li]CCCC, C1CCOC1, CCCCCC, Oc1ccccc1[P+](c1ccccc1)(c1ccccc1)c1ccccc1. RXN SMILES: [Br-:6].[C:33](#[N:34])[CH2:35][CH2:36][CH2:37][CH2:38][CH:39]([CH2:40][CH2:41][c:42]1[cH:43][cH:44][c:45]([C:46](=[O:47])[O:48][CH3:49])[cH:50][cH:51]1)[CH:52]=[O:53].[CH2:1]([Li:2])[CH2:3][CH2:4][CH3:5].[CH2:60]1[O:61][CH2:62][CH2:63][CH2:64]1.[CH3:54][CH2:55][CH2:56][CH2:57][CH2:58][CH3:59].[OH:7][c:8]1[c:9]([P+:14]([c:15]2[cH:16][cH:17][cH:18][cH:19][cH:20]2)([c:21]2[cH:22][cH:23][cH:24][cH:25][cH:26]2)[c:27]2[cH:28][cH:29][cH:30][cH:31][cH:32]2)[cH:10][cH:11][cH:12][cH:13]1>>[CH:1]([c:9]1[c:8]([OH:7])[cH:13][cH:12][cH:11][cH:10]1)=[CH:52][CH:39]([CH2:38][CH2:37][CH2:36][CH2:35][C:33]#[N:34])[CH2:40][CH2:41][c:42]1[cH:43][cH:44][c:45]([C:46](=[O:47])[O:48][CH3:49])[cH:50][cH:51]1. Yields the product COC(=O)c1ccc(CCC(C=Cc2ccccc2O)CCCCC#N)cc1.